This data is from the Open Reaction Database (ORD), a public repository of structured organic reaction records. The task is: describe an organic reaction: reactants, conditions, products, and yield Starting materials: CC(C)OP(=O)(CCC#N)C(C)(C)C, CCO, N. Product: CC(C)OP(=O)(CCCN)C(C)(C)C. As a reaction SMILES: [C:1](#[N:2])[CH2:3][CH2:4][P:5]([O:6][CH:7]([CH3:8])[CH3:9])(=[O:10])[C:11]([CH3:12])([CH3:13])[CH3:14].[CH3:16][CH2:17][OH:18].[NH3:15]>>[CH2:1]([NH2:2])[CH2:3][CH2:4][P:5]([O:6][CH:7]([CH3:8])[CH3:9])(=[O:10])[C:11]([CH3:12])([CH3:13])[CH3:14]. Reactants: CN(C)C=O, Cc1ccc(F)nc1, [K+], [K+], O=C([O-])[O-], O, N#Cc1cccc(O)c1. Yields the product Cc1ccc(Oc2cccc(C#N)c2)nc1. RXN SMILES: [CH3:25][N:26]([CH3:27])[CH:28]=[O:29].[F:10][c:11]1[n:12][cH:13][c:14]([CH3:17])[cH:15][cH:16]1.[K+:18].[K+:19].[O-:20][C:21]([O-:22])=[O:23].[OH2:24].[OH:1][c:2]1[cH:3][c:4]([C:5]#[N:6])[cH:7][cH:8][cH:9]1>>[O:1]([c:2]1[cH:3][c:4]([C:5]#[N:6])[cH:7][cH:8][cH:9]1)[c:11]1[n:12][cH:13][c:14]([CH3:17])[cH:15][cH:16]1. Starting materials: COC(CCC\C=C/C[C@@H]1[C@H]([C@@H](CC1=O)OC)\C=C\CC(OC)C1(CCC1)CC=1SC(=CC1)Cl)=O ((Z)-7-((1R,2R,3R)-2-{(E)-4-[1-(5-Chloro-thiophen-2-ylmethyl)-cyclobutyl]-4-methoxy-but-1-enyl}-3-methoxy-5-oxo-cyclopentyl)-hept-5-enoic acid methyl ester), O(S(=O)(=O)C(F)(F)F)C (Methyl triflate), alcohol, CN(C)C1=CC=CC2=C1C(=CC=C2)N(C)C (proton sponge). Run in C1(=CC=CC=C1)C (toluene). Run at time 3 day. The product is COC(CCC\C=C/C[C@@H]1[C@H]([C@@H](CC1=O)OC)\C=C\CC(O)C1(CCC1)CC=1SC(=CC1)Cl)=O ((Z)-7-((1R,2R,3R)-2{(E)-4-[1-(5-Chloro-thiophen-2-ylmethyl)-cyclobutyl]-4-hydroxy-but-1-enyl}-3-methoxy-5-oxo-cyclopentyl)-hept-5-enoic acid methyl ester). RXN SMILES: O(C)S(C(F)(F)F)(=O)=O.CN(C1C2C(N(C)C)=CC=CC=2C=CC=1)C.[CH3:26][O:27][C:28](=[O:60])[CH2:29][CH2:30][CH2:31]/[CH:32]=[CH:33]\[CH2:34][C@H:35]1[C:39](=[O:40])[CH2:38][C@@H:37]([O:41][CH3:42])[C@@H:36]1/[CH:43]=[CH:44]/[CH2:45][CH:46]([C:49]1([CH2:53][C:54]2[S:55][C:56]([Cl:59])=[CH:57][CH:58]=2)[CH2:52][CH2:51][CH2:50]1)[O:47]C>C1(C)C=CC=CC=1>[CH3:26][O:27][C:28](=[O:60])[CH2:29][CH2:30][CH2:31]/[CH:32]=[CH:33]\[CH2:34][C@H:35]1[C:39](=[O:40])[CH2:38][C@@H:37]([O:41][CH3:42])[C@@H:36]1/[CH:43]=[CH:44]/[CH2:45][CH:46]([C:49]1([CH2:53][C:54]2[S:55][C:56]([Cl:59])=[CH:57][CH:58]=2)[CH2:50][CH2:51][CH2:52]1)[OH:47]. Reported procedure: Methyl triflate (145 mg, 09 mmol) was added to a mixture of alcohol 26-H (26 mg, 0.054 mmol) and proton sponge (200 mg, 0.933 mmol) in toluene (5 ml). After 3 days, the mixture was quenched with NaHCO3 (sat) and extracted with CH2Cl2 (3×). The combined organics were washed with 1N HCl, NaHCO3 (sat), brine, dried (Na2SO4) and concentrated in vacuo. FCC (silica gel, 4:1, hexane/EtOAc followed by 2:1, haxane/EtOAc) gave the above named compounds 28 and 29-H. Reactants: CCOC(C)=O, [Na+], [OH-], COC(=O)c1ccc(-c2ccc3cc(OCc4ccccc4)c(C45CC6CC(CC(C6)C4)C5)cc3c2)cc1O. Yields the product O=C(O)c1ccc(-c2ccc3cc(OCc4ccccc4)c(C45CC6CC(CC(C6)C4)C5)cc3c2)cc1O. RXN SMILES: [CH3:42][CH2:43][O:44][C:45](=[O:46])[CH3:47].[Na+:41].[OH-:40].[OH:1][c:2]1[c:3]([C:4](=[O:5])[O:6][CH3:7])[cH:8][cH:9][c:10](-[c:12]2[cH:13][c:14]3[cH:15][c:16]([C:30]45[CH2:31][CH:32]6[CH2:33][CH:34]([CH2:35][CH:36]([CH2:37]4)[CH2:38]6)[CH2:39]5)[c:17]([O:22][CH2:23][c:24]4[cH:25][cH:26][cH:27][cH:28][cH:29]4)[cH:18][c:19]3[cH:20][cH:21]2)[cH:11]1>>[OH:1][c:2]1[c:3]([C:4](=[O:5])[OH:6])[cH:8][cH:9][c:10](-[c:12]2[cH:13][c:14]3[cH:15][c:16]([C:30]45[CH2:31][CH:32]6[CH2:33][CH:34]([CH2:35][CH:36]([CH2:37]4)[CH2:38]6)[CH2:39]5)[c:17]([O:22][CH2:23][c:24]4[cH:25][cH:26][cH:27][cH:28][cH:29]4)[cH:18][c:19]3[cH:20][cH:21]2)[cH:11]1. Reactants: CCS(=O)(=O)Cl, ClCCl, Nc1cccc(C#Cc2ccc(OC(F)F)cc2)c1, O, c1ccncc1. The product is CCS(=O)(=O)Nc1cccc(C#Cc2ccc(OC(F)F)cc2)c1. As a reaction SMILES: [CH2:26]([CH3:27])[S:28](=[O:29])(=[O:30])[Cl:31].[Cl:33][CH2:34][Cl:35].[F:1][CH:2]([O:3][c:4]1[cH:5][cH:6][c:7]([C:10]#[C:11][c:12]2[cH:13][c:14]([NH2:15])[cH:16][cH:17][cH:18]2)[cH:8][cH:9]1)[F:19].[OH2:32].[cH:20]1[cH:21][cH:22][n:23][cH:24][cH:25]1>>[F:1][CH:2]([O:3][c:4]1[cH:5][cH:6][c:7]([C:10]#[C:11][c:12]2[cH:13][c:14]([NH:15][S:28]([CH2:26][CH3:27])(=[O:29])=[O:30])[cH:16][cH:17][cH:18]2)[cH:8][cH:9]1)[F:19].